From a dataset of the Open Reaction Database (ORD), a public repository of structured organic reaction records. describe an organic reaction: reactants, conditions, products, and yield Starting materials: CC(=O)[O-], CC(=O)[O-], ClCCl, O=c1cc(COc2ccc(Cl)cc2)cn[nH]1, Cl, [Cu+2], COc1cc(B(O)O)ccc1OCC(C)(C)O, c1ccncc1. Product: COc1cc(-n2ncc(COc3ccc(Cl)cc3)cc2=O)ccc1OCC(C)(C)O. RXN SMILES: [C:44]([O-:45])(=[O:46])[CH3:47].[C:49]([O-:50])(=[O:51])[CH3:52].[Cl:41][CH2:42][Cl:43].[Cl:7][c:8]1[cH:9][cH:10][c:11]([O:12][CH2:13][c:14]2[cH:15][c:16](=[O:20])[nH:17][n:18][cH:19]2)[cH:21][cH:22]1.[ClH:40].[Cu+2:48].[OH:23][C:24]([CH2:25][O:26][c:27]1[c:28]([O:36][CH3:37])[cH:29][c:30]([B:33]([OH:34])[OH:35])[cH:31][cH:32]1)([CH3:38])[CH3:39].[cH:1]1[cH:2][cH:3][n:4][cH:5][cH:6]1>>[Cl:7][c:8]1[cH:9][cH:10][c:11]([O:12][CH2:13][c:14]2[cH:15][c:16](=[O:20])[n:17](-[c:30]3[cH:29][c:28]([O:36][CH3:37])[c:27]([O:26][CH2:25][C:24]([OH:23])([CH3:38])[CH3:39])[cH:32][cH:31]3)[n:18][cH:19]2)[cH:21][cH:22]1. Starting materials: O[C@@]1(CN(CC1)C1=NC=C(C(=O)NC2=CC=C(C=C2)OC(F)(F)F)C=C1C1=CC=NN1COCC[Si](C)(C)C)C ((S)-6-(3-Hydroxy-3-methylpyrrolidin-1-yl)-N-(4-(trifluoromethoxy)phenyl)-5-(1-((2-(trimethylsilyl)ethoxy)methyl)-1H-pyrazol-5-yl)nicotinamide), C(CN)N (ethylenediamine), CCCC[N+](CCCC)(CCCC)CCCC.[F-] (TBAF), C1CCOC1 (THF). Run in CCOC(=O)C (EtOAc). Reaction conditions: temperature 80 celsius, time 24 hour. Product: O[C@@]1(CN(CC1)C1=NC=C(C(=O)NC2=CC=C(C=C2)OC(F)(F)F)C=C1C1=CC=NN1)C ((S)-6-(3-Hydroxy-3-methylpyrrolidin-1-yl)-5-(1H-pyrazol-5-yl)-N-(4-(trifluoromethoxy)phenyl)nicotinamide). RXN SMILES: [OH:1][C@@:2]1([CH3:40])[CH2:6][CH2:5][N:4]([C:7]2[C:26]([C:27]3[N:31](COCC[Si](C)(C)C)[N:30]=[CH:29][CH:28]=3)=[CH:25][C:10]([C:11]([NH:13][C:14]3[CH:19]=[CH:18][C:17]([O:20][C:21]([F:24])([F:23])[F:22])=[CH:16][CH:15]=3)=[O:12])=[CH:9][N:8]=2)[CH2:3]1.C(N)CN.CCCC[N+](CCCC)(CCCC)CCCC.[F-].C1COCC1>CCOC(C)=O>[OH:1][C@@:2]1([CH3:40])[CH2:6][CH2:5][N:4]([C:7]2[C:26]([C:27]3[NH:31][N:30]=[CH:29][CH:28]=3)=[CH:25][C:10]([C:11]([NH:13][C:14]3[CH:15]=[CH:16][C:17]([O:20][C:21]([F:24])([F:22])[F:23])=[CH:18][CH:19]=3)=[O:12])=[CH:9][N:8]=2)[CH2:3]1 |f:2.3|. Procedure details: (S)-6-(3-Hydroxy-3-methylpyrrolidin-1-yl)-N-(4-(trifluoromethoxy)phenyl)-5-(1-((2-(trimethylsilyl)ethoxy)methyl)-1H-pyrazol-5-yl)nicotinamide (Stage 13.1), ethylenediamine (57.3 μL, 0.848 mmol) and 1 M TBAF in THF (848 μL, 0.848 mmol) was added to a MW vial, which was sealed and the RM was stirred at 80° C. for 24 h. The solvent was evaporated off under reduced pressure to give a residue which was dissolved in EtOAc (30 mL), washed 3 times with sat. aq. NaHCO3 and brine, dried over Na2SO4 and th... Reactants: CC(C)OC(=O)N1CCC(Oc2ncnc3c2CCN3c2ccc(Br)cc2)CC1, CN1CCCC1=O, N#C[Cu]. Product: CC(C)OC(=O)N1CCC(Oc2ncnc3c2CCN3c2ccc(C#N)cc2)CC1. As a reaction SMILES: [Br:1][c:2]1[cH:3][cH:4][c:5]([N:8]2[CH2:9][CH2:10][c:11]3[c:12]2[n:13][cH:14][n:15][c:16]3[O:17][CH:18]2[CH2:19][CH2:20][N:21]([C:24](=[O:25])[O:26][CH:27]([CH3:28])[CH3:29])[CH2:22][CH2:23]2)[cH:6][cH:7]1.[CH3:33][N:34]1[CH2:35][CH2:36][CH2:37][C:38]1=[O:39].[Cu:30][C:31]#[N:32]>>[c:2]1([C:31]#[N:32])[cH:3][cH:4][c:5]([N:8]2[CH2:9][CH2:10][c:11]3[c:12]2[n:13][cH:14][n:15][c:16]3[O:17][CH:18]2[CH2:19][CH2:20][N:21]([C:24](=[O:25])[O:26][CH:27]([CH3:28])[CH3:29])[CH2:22][CH2:23]2)[cH:6][cH:7]1. Isolated yield 93.7%. Reaction SMILES: CN([CH2:4][C:5]1[CH:10]=[C:9]([C:11]([CH3:14])([CH3:13])[CH3:12])[C:8]([OH:15])=[C:7]([C:16]([CH3:19])([CH3:18])[CH3:17])[CH:6]=1)C.[CH2:20]=[CH:21][CH:22]=[CH2:23]>C1(C)C=CC=CC=1>[C:16]([C:7]1[C:8](=[O:15])[C:9]([C:11]([CH3:14])([CH3:13])[CH3:12])=[CH:10][C:5]2([CH2:23][CH2:22][CH:21]=[CH:20][CH2:4]2)[CH:6]=1)([CH3:19])([CH3:18])[CH3:17]. Starting materials: CN(C)CC1=CC(=C(C(=C1)C(C)(C)C)O)C(C)(C)C (N,N-dimethyl-4-aminomethyl-2,6-di-t-butylphenol), C=CC=C (1,3-butadiene). Run in C1(=CC=CC=C1)C (toluene). Reaction conditions: temperature 205 celsius. Reported procedure: A 300 mL Parr autoclave was charged with a solution of 10.52 g (40 mmols) of N,N-dimethyl-4-aminomethyl-2,6-di-t-butylphenol in 90 g of toluene, sealed and evacuated by a water aspirator, and then charged with 4.38 g (80 mmols) of 1,3-butadiene. The reaction mixture was heated to approximately 205° C. for 10 hours. A maximum pressure of 120 psig was obtained. After cooling, the reaction mixture was poured into a 500 mL separatory funnel, washed with approximately 2N HCl (1×50 mLs), water (1×50 m... The product is C(C)(C)(C)C1=CC2(C=C(C1=O)C(C)(C)C)CC=CCC2 (2,4-di-t-butylspiro[5.5]undeca-1,4,8-trien-3-one).